Dataset: the Open Reaction Database (ORD), a public repository of structured organic reaction records. Task: describe an organic reaction: reactants, conditions, products, and yield Starting materials: [Na+], C1COCCO1, [OH-], COC(=O)c1ccc(-c2ccco2)cc1NC(=O)c1cncc(-c2ccccc2)c1. The product is O=C(Nc1cc(-c2ccco2)ccc1C(=O)O)c1cncc(-c2ccccc2)c1. As a reaction SMILES: [Na+:2].[O:33]1[CH2:34][CH2:35][O:36][CH2:37][CH2:38]1.[OH-:1].[o:3]1[c:4](-[c:8]2[cH:9][c:10]([NH:18][C:19](=[O:20])[c:21]3[cH:22][n:23][cH:24][c:25](-[c:27]4[cH:28][cH:29][cH:30][cH:31][cH:32]4)[cH:26]3)[c:11]([C:12](=[O:13])[O:14][CH3:15])[cH:16][cH:17]2)[cH:5][cH:6][cH:7]1>>[o:3]1[c:4](-[c:8]2[cH:9][c:10]([NH:18][C:19](=[O:20])[c:21]3[cH:22][n:23][cH:24][c:25](-[c:27]4[cH:28][cH:29][cH:30][cH:31][cH:32]4)[cH:26]3)[c:11]([C:12](=[O:13])[OH:14])[cH:16][cH:17]2)[cH:5][cH:6][cH:7]1. Reactants: COC(NC(C(=O)N1C(CC(C1)(F)F)C=1NC(=CN1)C1=CC=C(C=C1)C1=CC2=CC=C(C=C2C=C1)C=1NC(=NC1)C1N(CCC1)C(C(C1CCOCC1)NC(=O)OC)=O)C1=CC=CC=C1)=O ({2-[4,4-Difluoro-2-(5-{4-[6-(2-{1-[2-methoxycarbonylamino-2-(tetrahydro-pyran-4-yl)-acetyl]-pyrrolidin-2-yl}-3H-imidazol-4-yl)-naphthalen-2-yl]-phenyl}-1H-imidazol-2-yl)-pyrrolidin-1-yl]-2-oxo-1-phenyl-ethyl}-carbamic acid methyl ester), C(C)(C)(C)OC(=O)N1C(CC(C1)(F)F)C(=O)O (4,4-Difluoro-pyrrolidine-1,2-dicarboxylic acid 1-tert-butyl ester), COC(=O)NC(C(=O)O)C1CCOCC1 (Methoxycarbonylamino-(tetrahydro-pyran-4-yl)-acetic acid), BrC=1C=C2C=CC(=CC2=CC1)C1=CN=C(N1)[C@H]1N(CCC1)C(=O)OCC1=CC=CC=C1 ((S)-benzyl 2-(5-(6-bromonaphthalen-2-yl)-1H-imidazol-2-yl)pyrrolidine-1-carboxylate), C(C)(C)(C)OC(=O)N1C2CCC(C1C(=O)O)C2 (2-Azabicyclo[2.2.1]heptane-2,3-dicarboxylic acid 2-tert-butyl ester), COC(=O)NC(C(=O)O)C1=CC=CC=C1 (Methoxycarbonylamino-phenyl-acetic acid). Yields the product COC(=O)N[C@H](C(=O)N1[C@@H]2CC[C@H]([C@H]1C=1NC(=CN1)C1=CC=C(C=C1)C1=CC=C(C=C1)C1=CN=C(N1)[C@H]1N(CCC1)C([C@H](C(C)C)NC(OC)=O)=O)C2)C2CCOCC2 (Methyl (S)-1-((S)-2-(5-(4′-(2-((1R,3S,4S)-2-((S)-2-(methoxycarbonylamino)-2-(tetrahydro-2H-pyran-4-yl)acetyl)-2-azabicyclo[2.2.1]heptan-3-yl)-1H-imidazol-5-yl)biphenyl-4-yl)-1H-imidazol-2-yl)pyrrolidin-1-yl)-3-methyl-1-oxobutan-2-ylcarbamate). RXN SMILES: [CH3:1][O:2][C:3](=[O:66])[NH:4][CH:5](C1C=CC=CC=1)[C:6]([N:8]1[CH2:12][C:11](F)(F)[CH2:10][CH:9]1[C:15]1[NH:16][C:17]([C:20]2[CH:25]=[CH:24][C:23](C3C=CC4C(=CC=C(C5NC(C6CCCN6C(=O)C(NC(OC)=O)C6CCOCC6)=NC=5)C=4)C=3)=[CH:22][CH:21]=2)=[CH:18][N:19]=1)=[O:7].BrC1C=[C:70]2[C:75](=CC=1)[CH:74]=[C:73]([C:78]1[NH:82][C:81]([C@@H:83]3[CH2:87][CH2:86][CH2:85][N:84]3[C:88]([O:90]CC3C=CC=CC=3)=O)=[N:80][CH:79]=1)[CH:72]=[CH:71]2.[C:98]([O:102][C:103]([N:105]1[CH:110](C(O)=O)[CH:109]2[CH2:114]C1C[CH2:108]2)=[O:104])(C)(C)C.C(OC(N1[CH2:126][C:125](F)(F)[CH2:124][CH:123]1[C:129]([OH:131])=O)=O)(C)(C)C.COC(N[CH:137](C1CCOCC1)[C:138](O)=O)=O.COC(NC(C1C=CC=CC=1)C(O)=O)=O>>[CH3:1][O:2][C:3]([NH:4][C@@H:5]([CH:124]1[CH2:123][CH2:129][O:131][CH2:126][CH2:125]1)[C:6]([N:8]1[C@H:9]([C:15]2[NH:16][C:17]([C:20]3[CH:25]=[CH:24][C:23]([C:70]4[CH:71]=[CH:72][C:73]([C:78]5[NH:82][C:81]([C@@H:83]6[CH2:87][CH2:86][CH2:85][N:84]6[C:88](=[O:90])[C@@H:110]([NH:105][C:103](=[O:104])[O:102][CH3:98])[CH:109]([CH3:108])[CH3:114])=[N:80][CH:79]=5)=[CH:74][CH:75]=4)=[CH:22][CH:21]=3)=[CH:18][N:19]=2)[C@@H:10]2[CH2:138][C@H:137]1[CH2:12][CH2:11]2)=[O:7])=[O:66]. Procedure: The title compound was prepared as described for {2-[4,4-Difluoro-2-(5-{4-[6-(2-{1-[2-methoxycarbonylamino-2-(tetrahydro-pyran-4-yl)-acetyl]-pyrrolidin-2-yl}-3H-imidazol-4-yl)-naphthalen-2-yl]-phenyl}-1H-imidazol-2-yl)-pyrrolidin-1-yl]-2-oxo-1-phenyl-ethyl}-carbamic acid methyl ester, substituting (S)-benzyl 2-(5-(4-bromophenyl)-1H-imidazol-2-yl)pyrrolidine-1-carboxylate for (S)-benzyl 2-(5-(6-bromonaphthalen-2-yl)-1H-imidazol-2-yl)pyrrolidine-1-carboxylate, 2-Azabicyclo[2.2.1]heptane-2,3-dicarb...